From a dataset of the Open Reaction Database (ORD), a public repository of structured organic reaction records. describe an organic reaction: reactants, conditions, products, and yield The reactants are Cc1cc(I)ccc1-c1cccc(C#N)c1, CCO, [K+], [OH-], O. Yields the product Cc1cc(I)ccc1-c1cccc(C(N)=O)c1. RXN SMILES: [C:3](#[N:4])[c:5]1[cH:6][c:7](-[c:11]2[c:12]([CH3:18])[cH:13][c:14]([I:17])[cH:15][cH:16]2)[cH:8][cH:9][cH:10]1.[CH3:19][CH2:20][OH:21].[K+:2].[OH-:1].[OH2:22]>>[O:1]=[C:3]([NH2:4])[c:5]1[cH:6][c:7](-[c:11]2[c:12]([CH3:18])[cH:13][c:14]([I:17])[cH:15][cH:16]2)[cH:8][cH:9][cH:10]1. Starting materials: [N+](=O)([O-])C1=C2C=COC(C2=CC=C1)=O (5-Nitro-isochromen-1-one), COC([C@H](N)C)=O (D-alanine methyl ester), CO (methanol). Product: [N+](=O)([O-])C1=C2C=CN(C(C2=CC=C1)=O)[C@@H](C(=O)OC)C ((R)-Methyl 2-(5-nitro-1-oxoisoquinolin-2(1H)-yl)propanoate). Reaction SMILES: [N+:1]([C:4]1[CH:13]=[CH:12][CH:11]=[C:10]2[C:5]=1[CH:6]=[CH:7]O[C:9]2=[O:14])([O-:3])=[O:2].[CH3:15][O:16][C:17](=[O:21])[C@@H:18]([CH3:20])[NH2:19].CO>>[N+:1]([C:4]1[CH:13]=[CH:12][CH:11]=[C:10]2[C:5]=1[CH:6]=[CH:7][N:19]([C@H:18]([CH3:20])[C:17]([O:16][CH3:15])=[O:21])[C:9]2=[O:14])([O-:3])=[O:2]. Procedure: 5-Nitro-isochromen-1-one (5 g, 0.03 mol) and D-alanine methyl ester (4 g, 0.04 mol) were refluxed in methanol (40 mL, 1 mol) for 2 hours. The volatiles were removed via rotovapor, and the residue was purified via flash column chromatography (330 g of silica gel, 0-50% EtOAc/Hexane) to give a yellow solid. MS m/z 277.2 (M+H)+. Reactants: S1C(=NC2=C1C=CC=C2)C(C2CN(CCC2)C(=O)OC(C)(C)C)O (tert-butyl 3-(benzothiazol-2-ylhydroxymethyl)piperidine-1-carboxylate), C(=S)(N1C=NC=C1)N1C=NC=C1 (1,1′-thiocarbonyldiimidazole). Reagents/catalysts: CN(C1=CC=NC=C1)C (dimethylpyridin-4-ylamine). The solvent is O1CCCC1 (tetrahydrofuran). Run at time 18 hour. The product is S1C(=NC2=C1C=CC=C2)C(C2CN(CCC2)C(=O)OC(C)(C)C)OC(=S)N2C=NC=C2 (tert-butyl 3-[benzothiazol-2-yl(imidazole-1-carbothioyloxy)methyl]piperidine-1-carboxylate). Isolated yield 82.1%. As a reaction SMILES: [S:1]1[C:5]2[CH:6]=[CH:7][CH:8]=[CH:9][C:4]=2[N:3]=[C:2]1[CH:10]([OH:24])[CH:11]1[CH2:16][CH2:15][CH2:14][N:13]([C:17]([O:19][C:20]([CH3:23])([CH3:22])[CH3:21])=[O:18])[CH2:12]1.[C:25](N1C=CN=C1)([N:27]1[CH:31]=[CH:30][N:29]=[CH:28]1)=[S:26]>O1CCCC1.CN(C)C1C=CN=CC=1>[S:1]1[C:5]2[CH:6]=[CH:7][CH:8]=[CH:9][C:4]=2[N:3]=[C:2]1[CH:10]([O:24][C:25]([N:27]1[CH:31]=[CH:30][N:29]=[CH:28]1)=[S:26])[CH:11]1[CH2:16][CH2:15][CH2:14][N:13]([C:17]([O:19][C:20]([CH3:21])([CH3:23])[CH3:22])=[O:18])[CH2:12]1. Procedure: 1.0 g (2.87 mmol) of tert-butyl 3-(benzothiazol-2-ylhydroxymethyl)piperidine-1-carboxylate were dissolved in 30 ml of tetrahydrofuran at room temperature. 0.35 g (2.87 mmol) of dimethylpyridin-4-ylamine and 1.53 g (8.61 mmol) of 1,1′-thiocarbonyldiimidazole were subsequently added. The reaction mixture was then stirred at room temperature for 18 h. Conventional work-up gave 1.08 g of tert-butyl 3-[benzothiazol-2-yl(imidazole-1-carbothioyloxy)methyl]piperidine-1-carboxylate; HPLC/MS (M+H)+=459 as... Starting materials: CCCCS, CC(C)O, [Cu]I, Cc1cc(C)cc(I)c1, [K+], [K+], O=C([O-])[O-], OCCO. The product is CCCCSc1cc(C)cc(C)c1. Reaction SMILES: [CH2:10]([CH2:11][CH2:12][CH3:13])[SH:14].[CH3:27][CH:28]([OH:29])[CH3:30].[Cu:25][I:26].[I:1][c:2]1[cH:3][c:4]([CH3:9])[cH:5][c:6]([CH3:8])[cH:7]1.[K+:15].[K+:16].[O-:17][C:18]([O-:19])=[O:20].[OH:21][CH2:22][CH2:23][OH:24]>>[c:2]1([S:14][CH2:10][CH2:11][CH2:12][CH3:13])[cH:3][c:4]([CH3:9])[cH:5][c:6]([CH3:8])[cH:7]1. Reported procedure: Prepared analogously to Example 1g from 3-methyl-4-(pyrrolidin-1-ylcarbonyl)benzoic acid, TBTU, diisopropylethylamine, and 2-hydroxy-1-(5-chloro-1H-benzimidazol-2-yl)ethylamine in tetrahydrofuran. Yield: 68%; Rf value: 0.40 (silica gel; dichloromethane/ethanol=95:5); C22H23ClN4O3 (426.90); mass spectrum: (M+H)+=427/429 (chlorine isotope) and (M−H)-=425/427 (chlorine isotope). Reactants: CC=1C=C(C(=O)O)C=CC1C(=O)N1CCCC1 (3-methyl-4-(pyrrolidin-1-ylcarbonyl)benzoic acid), CN(C)C(=[N+](C)C)ON1C2=C(C=CC=C2)N=N1.[B-](F)(F)(F)F (TBTU), C(C)(C)N(CC)C(C)C (diisopropylethylamine), OCC(C1=NC2=C(N1)C=CC(=C2)Cl)N (2-hydroxy-1-(5-chloro-1H-benzimidazol-2-yl)ethylamine), ClCl (chlorine), C22H23ClN4O3, ClCl (chlorine). Solvent: O1CCCC1 (tetrahydrofuran), ClCCl.C(C)O (dichloromethane ethanol). Yields the product ClC1=CC2=C(NC(=N2)C(CO)NC(C2=CC(=C(C=C2)C(=O)N2CCCC2)C)=O)C=C1 (rac.-N-[1-(5-chloro-1H-benzimidazol-2-yl)-2-hydroxyethyl]-3-methyl-4-(pyrrolidin-1ylcarbonyl)benzamide). RXN SMILES: [CH3:1][C:2]1[CH:3]=[C:4]([CH:8]=[CH:9][C:10]=1[C:11]([N:13]1[CH2:17][CH2:16][CH2:15][CH2:14]1)=[O:12])[C:5]([OH:7])=O.CN(C(ON1N=NC2C=CC=CC1=2)=[N+](C)C)C.[B-](F)(F)(F)F.C(N(C(C)C)CC)(C)C.[OH:49][CH2:50][CH:51]([NH2:62])[C:52]1[NH:56][C:55]2[CH:57]=[CH:58][C:59]([Cl:61])=[CH:60][C:54]=2[N:53]=1.ClCl>O1CCCC1.ClCCl.C(O)C>[Cl:61][C:59]1[CH:58]=[CH:57][C:55]2[NH:56][C:52]([CH:51]([NH:62][C:5](=[O:7])[C:4]3[CH:8]=[CH:9][C:10]([C:11]([N:13]4[CH2:17][CH2:16][CH2:15][CH2:14]4)=[O:12])=[C:2]([CH3:1])[CH:3]=3)[CH2:50][OH:49])=[N:53][C:54]=2[CH:60]=1 |f:1.2,7.8|. Isolated yield 68.0%. Starting materials: COc1ccc(B(O)O)cc1 (effective_coupling_partner), Cc1ccccc1OC(=O)C(C)(C)C (substrate). Reagents/catalysts: PCy3. Conditions: temperature 110 celsius, time 24 hour. Yields the product COc2ccc(c1ccccc1C)cc2.